This data is from the Open Reaction Database (ORD), a public repository of structured organic reaction records. The task is: describe an organic reaction: reactants, conditions, products, and yield Starting materials: C(C)OC(=O)C=1N=C(SC1NC=1C=NC=CC1)C (2-methyl-5-(pyridin-3-ylamino)-thiazole-4-carboxylic acid ethyl ester), CC1=NC=CC(=C1)N (2-methyl-pyridin-4-ylamine), solution, C[Al](C)C (trimethylaluminium), CCCCCCC (heptane). The solvent is O1CCOCC1 (dioxane). Run at time 1 hour. Product: CC1=NC=CC(=C1)NC(=O)C=1N=C(SC1NC=1C=NC=CC1)C (2-Methyl-5-(pyridin-3-ylamino)-thiazole-4-carboxylic acid (2-methyl-pyridin-4-yl)-amide). Yield: 41.0%. Reaction SMILES: [CH3:1][C:2]1[CH:7]=[C:6]([NH2:8])[CH:5]=[CH:4][N:3]=1.C[Al](C)C.CCCCCCC.C([O:22][C:23]([C:25]1[N:26]=[C:27]([CH3:37])[S:28][C:29]=1[NH:30][C:31]1[CH:32]=[N:33][CH:34]=[CH:35][CH:36]=1)=O)C>O1CCOCC1>[CH3:1][C:2]1[CH:7]=[C:6]([NH:8][C:23]([C:25]2[N:26]=[C:27]([CH3:37])[S:28][C:29]=2[NH:30][C:31]2[CH:32]=[N:33][CH:34]=[CH:35][CH:36]=2)=[O:22])[CH:5]=[CH:4][N:3]=1. Procedure details: A solution of 2-methyl-pyridin-4-ylamine (0.10 g, 0.91 mmol) in dry dioxane (2.00 ml) was added to a 2N solution of trimethylaluminium in heptane (0.46 ml, 0.91 mmol). The mixture was stirred at room temperature for 1 h, then 2-methyl-5-(pyridin-3-ylamino)-thiazole-4-carboxylic acid ethyl ester (0.08 g, 0.30 mmol) was added and the reaction mixture was irradiated in a microwave oven at 150° C. for 15 min. The mixture was quenched with water (1.00 ml) and diluted with dichloromethane. After dryin... The reactants are Cc1cc(Br)cnc1Cl, CC(C)(C)[O-], CC(C)(C)OC(=O)N1CCC2CNCC21, [Na+], O=C(C=Cc1ccccc1)C=Cc1ccccc1, O=C(C=Cc1ccccc1)C=Cc1ccccc1, O=C(C=Cc1ccccc1)C=Cc1ccccc1, [Pd], [Pd], c1ccc(P(c2ccccc2)c2ccc3ccccc3c2-c2c(P(c3ccccc3)c3ccccc3)ccc3ccccc23)cc1. The product is Cc1cc(N2CC3CCN(C(=O)OC(C)(C)C)C3C2)cnc1Cl. Reaction SMILES: [Br:62][c:63]1[cH:64][c:65]([CH3:70])[c:66]([Cl:69])[n:67][cH:68]1.[CH3:71][C:72]([CH3:73])([O-:74])[CH3:75].[N:1]1([C:9](=[O:10])[O:11][C:12]([CH3:13])([CH3:14])[CH3:15])[CH:2]2[CH:3]([CH2:4][CH2:5]1)[CH2:6][NH:7][CH2:8]2.[Na+:76].[O:115]=[C:116]([CH:117]=[CH:118][c:119]1[cH:120][cH:121][cH:122][cH:123][cH:124]1)[CH:125]=[CH:126][c:127]1[cH:128][cH:129][cH:130][cH:131][cH:132]1.[O:79]=[C:80]([CH:81]=[CH:82][c:83]1[cH:84][cH:85][cH:86][cH:87][cH:88]1)[CH:89]=[CH:90][c:91]1[cH:92][cH:93][cH:94][cH:95][cH:96]1.[O:97]=[C:98]([CH:99]=[CH:100][c:101]1[cH:102][cH:103][cH:104][cH:105][cH:106]1)[CH:107]=[CH:108][c:109]1[cH:110][cH:111][cH:112][cH:113][cH:114]1.[Pd:77].[Pd:78].[cH:16]1[cH:17][cH:18][c:19]([P:20]([c:21]2[cH:22][cH:23][c:24]3[c:25]([cH:26][cH:27][cH:28][cH:29]3)[c:30]2-[c:31]2[c:32]3[c:33]([cH:34][cH:35][cH:36][cH:37]3)[cH:38][cH:39][c:40]2[P:41]([c:42]2[cH:43][cH:44][cH:45][cH:46][cH:47]2)[c:48]2[cH:49][cH:50][cH:51][cH:52][cH:53]2)[c:54]2[cH:55][cH:56][cH:57][cH:58][cH:59]2)[cH:60][cH:61]1>>[N:1]1([C:9](=[O:10])[O:11][C:12]([CH3:13])([CH3:14])[CH3:15])[CH:2]2[CH:3]([CH2:4][CH2:5]1)[CH2:6][N:7]([c:63]1[cH:64][c:65]([CH3:70])[c:66]([Cl:69])[n:67][cH:68]1)[CH2:8]2. The reactants are BrC1=C2C=CC=CC2=C(C2=C1SC(=C2C)C)C2=CC(=C(C=C2)O)[N+](=O)[O-] (4-(9-bromo-2,3-dimethyl-naphtho[2,3-b]thiophen-4-yl)-2-nitro-phenol), NN (hydrazine), C(C)O (ethanol). The solvent is O (water). Run at temperature 85 celsius. Yields the product NC1=C(C=CC(=C1)C1=C2C=CC=CC2=C(C=2SC(=C(C21)C)C)Br)O (2-Amino-4-(9-bromo-2,3-dimethyl-naphtho[2,3-b]thiophen-4-yl)-phenol). Yield: 101.8%. RXN SMILES: [Br:1][C:2]1[C:11]2[S:12][C:13]([CH3:16])=[C:14]([CH3:15])[C:10]=2[C:9]([C:17]2[CH:22]=[CH:21][C:20]([OH:23])=[C:19]([N+:24]([O-])=O)[CH:18]=2)=[C:8]2[C:3]=1[CH:4]=[CH:5][CH:6]=[CH:7]2.NN.C(O)C>O>[NH2:24][C:19]1[CH:18]=[C:17]([C:9]2[C:10]3[C:14]([CH3:15])=[C:13]([CH3:16])[S:12][C:11]=3[C:2]([Br:1])=[C:3]3[C:8]=2[CH:7]=[CH:6][CH:5]=[CH:4]3)[CH:22]=[CH:21][C:20]=1[OH:23]. Procedure details: Using a procedure similar to Tet. Lett. 1990, 1181-1182, Montmorillinite K10 clay (425 mg) was added to a solution of 4-(9-bromo-2,3-dimethyl-naphtho[2,3-b]thiophen-4-yl)-2-nitro-phenol (0.608 g, 1.42 mmol), anhydrous hydrazine (0.276 mL, 8.95 mmol) and ethanol (4.2 mL) and the suspension was heated at 85° C. for 30 min. The reaction mixture was cooled to room temperature, added to water and extracted with ether. The ether was dried and concentrated to provide the title compound as a white solid... Reactants: oil, C(OCC=C)(OCC=C)=O (diallyl carbonate), C1(=CC=CC=C1)P(C1=CC=CC=C1)C1=CC=CC=C1 (triphenylphosphine), CN1N=CC(=C1)[N+](=O)[O-] (1-methyl-4-nitro-pyrazole), C(CCC=C)=O (pent-4-enal), [Li+].C[Si](C)(C)[N-][Si](C)(C)C (LiHMDS). Reagents/catalysts: C=1C=CC(=CC1)/C=C/C(=O)/C=C/C2=CC=CC=C2.C=1C=CC(=CC1)/C=C/C(=O)/C=C/C2=CC=CC=C2.C=1C=CC(=CC1)/C=C/C(=O)/C=C/C2=CC=CC=C2.[Pd].[Pd] (tris(dibenzylideneacetone)-dipalladium(0)). The solvent is O1CCOCC1 (dioxane), C1CCOC1 (THF), C1CCOC1 (THF). Reaction conditions: temperature -40 celsius, time 4 hour. Product: C(C=C)OC(CCC=C)C1=C(C=NN1C)[N+](=O)[O-] (5-(1-allyloxypent-4-enyl)-1-methyl-4-nitro-pyrazole). RXN SMILES: [CH3:1][N:2]1[CH:6]=[C:5]([N+:7]([O-:9])=[O:8])[CH:4]=[N:3]1.[CH:10](=[O:15])[CH2:11][CH2:12][CH:13]=[CH2:14].[Li+].C[Si]([N-][Si](C)(C)C)(C)C.C(=O)(OCC=C)O[CH2:28][CH:29]=[CH2:30].C1(P(C2C=CC=CC=2)C2C=CC=CC=2)C=CC=CC=1>C1COCC1.O1CCOCC1.C1C=CC(/C=C/C(/C=C/C2C=CC=CC=2)=O)=CC=1.C1C=CC(/C=C/C(/C=C/C2C=CC=CC=2)=O)=CC=1.C1C=CC(/C=C/C(/C=C/C2C=CC=CC=2)=O)=CC=1.[Pd].[Pd]>[CH2:30]([O:15][CH:10]([C:6]1[N:2]([CH3:1])[N:3]=[CH:4][C:5]=1[N+:7]([O-:9])=[O:8])[CH2:11][CH2:12][CH:13]=[CH2:14])[CH:29]=[CH2:28] |f:2.3,8.9.10.11.12|. Reported procedure: To a solution of 1-methyl-4-nitro-pyrazole (9.7 g, 76.7 mmol) and pent-4-enal (10.0 g, 84.4 mmol) in THF (250 mL) at −78° C. was added dropwise a solution of LiHMDS in THF (1 M, 192 mL, 191.7 mmol). The reaction mixture was allowed to warm to −40° C. and stirred for 4 hr. The reaction was quenched with a saturated solution of ammonium chloride (100 mL), warmed to room temperature and the solvents removed under reduced pressure. The residue was dissolved in EtOAc (100 mL) and washed with water (3... Solvent: C(C)#N (acetonitrile), [OH-].[Na+] (NaOH), C(C)#N (acetonitrile), C(C)#N (acetonitrile). Starting materials: suspension, C1(CCCCC1)N=C=NC1CCCCC1 (dicyclohexylcarbodiimide), C(#N)CC(=O)O (cyanoacetic acid), solid, NC=1SC=CN1 (2-aminothiazole). Reaction conditions: time 1 hour. Reaction SMILES: [C:1]([CH2:3][C:4]([OH:6])=O)#[N:2].[NH2:7][C:8]1[S:9][CH:10]=[CH:11][N:12]=1.C1(N=C=NC2CCCCC2)CCCCC1>C(#N)C.[OH-].[Na+]>[C:1]([CH2:3][C:4]([NH:7][C:8]1[S:9][CH:10]=[CH:11][N:12]=1)=[O:6])#[N:2] |f:4.5|. Procedure details: 4.5 g of cyanoacetic acid and 5.3 g of 2-aminothiazole, each in acetonitrile were combined, and the suspension (60 ml) was treated with a solution of 12.0 g of dicyclohexylcarbodiimide in 30 ml of acetonitrile. After exothermic reaction (and solidification) additional acetonitrile (60 ml) was added and the mixture stirred 1 hr and let stand overnight. The collected solid (20 g) was stirred with dilute (ca. 2%) NaOH solution and filtered. The filtrate was acidified with 6 N HCl and the product co... Product: C(#N)CC(=O)NC=1SC=CN1 (2-(cyanoacetylamino)thiazole).